The task is: describe an organic reaction: reactants, conditions, products, and yield. This data is from the Open Reaction Database (ORD), a public repository of structured organic reaction records. Reactants: OCCc1ccsc1Br, CC(C)(C)[Si](C)(C)Cl, CN(C)C=O, O, c1c[nH]cn1. Product: CC(C)(C)[Si](C)(C)OCCc1ccsc1Br. Reaction SMILES: [Br:1][c:2]1[s:3][cH:4][cH:5][c:6]1[CH2:7][CH2:8][OH:9].[C:10]([CH3:11])([CH3:12])([CH3:13])[Si:14]([CH3:15])([CH3:16])[Cl:17].[CH3:24][N:25]([CH3:26])[CH:27]=[O:28].[OH2:23].[nH:18]1[cH:19][cH:20][n:21][cH:22]1>>[Br:1][c:2]1[s:3][cH:4][cH:5][c:6]1[CH2:7][CH2:8][O:9][Si:14]([C:10]([CH3:11])([CH3:12])[CH3:13])([CH3:15])[CH3:16].